Dataset: the Open Reaction Database (ORD), a public repository of structured organic reaction records. Task: describe an organic reaction: reactants, conditions, products, and yield Reactants: OC1=C(C(N2CCSC=3C2=C1C=C(C3)OC)=O)C(N(C3=CC=CC=C3)C)=O (2,3-dihydro-7-hydroxy-9-methoxy-6-(N-methyl-N-phenylcarbamoyl)-5-oxo-5H-pyrido[1,2,3-de]-1,4-benzothiazine), ClC=1C=C(C(=O)OO)C=CC1 (m-chloroperoxybenzoic acid). Solvent: ClCCl (dichloromethane). Conditions: temperature 5 celsius, time 1 hour. The product is OC1=C(C(N2CCS(C=3C2=C1C=C(C3)OC)=O)=O)C(N(C3=CC=CC=C3)C)=O (2,3-dihydro-7-hydroxy-9-methoxy-6-(N-methyl-N-phenylcarbamoyl)-5-oxo-5H-pyrido[1,2,3-de]-1,4benzothiazine 1-oxide). Yield: 82.5%. Reaction SMILES: [OH:1][C:2]1[C:11]2[CH:12]=[C:13]([O:15][CH3:16])[CH:14]=[C:9]3[C:10]=2[N:5]([CH2:6][CH2:7][S:8]3)[C:4](=[O:17])[C:3]=1[C:18](=[O:27])[N:19]([CH3:26])[C:20]1[CH:25]=[CH:24][CH:23]=[CH:22][CH:21]=1.ClC1C=C(C=CC=1)C(OO)=[O:33]>ClCCl>[OH:1][C:2]1[C:11]2[CH:12]=[C:13]([O:15][CH3:16])[CH:14]=[C:9]3[C:10]=2[N:5]([CH2:6][CH2:7][S:8]3=[O:33])[C:4](=[O:17])[C:3]=1[C:18](=[O:27])[N:19]([CH3:26])[C:20]1[CH:25]=[CH:24][CH:23]=[CH:22][CH:21]=1. Procedure: A mixture of 2,3-dihydro-7-hydroxy-9-methoxy-6-(N-methyl-N-phenylcarbamoyl)-5-oxo-5H-pyrido[1,2,3-de]-1,4-benzothiazine (1 g) and m-chloroperoxybenzoic acid (0.5 g) in dichloromethane (50 ml) was stirred at 5° C. for 1 hour. The insoluble material was filtered and the filtrate was concentrated in vacuo. The residue (1.5 g) was recrystallized from acetone to give pale yellow crystals of 2,3-dihydro-7-hydroxy-9-methoxy-6-(N-methyl-N-phenylcarbamoyl)-5-oxo-5H-pyrido[1,2,3-de]-1,4benzothiazine 1-oxi... The reactants are [Br-], ClCCl, CC[N+](CC)(CC)Cc1ccccc1, O=S(=O)(Cl)c1cc2nc(Cl)c(Cl)nc2cc1Cl, [F-], [K+], O. Product: O=S(=O)(F)c1cc2nc(Cl)c(Cl)nc2cc1Cl. Reaction SMILES: [Br-:23].[CH2:20]([Cl:21])[Cl:22].[CH2:24]([N+:25]([CH2:26][CH3:27])([CH2:28][CH3:29])[CH2:30][CH3:31])[c:32]1[cH:33][cH:34][cH:35][cH:36][cH:37]1.[Cl:1][c:2]1[n:3][c:4]2[cH:5][c:6]([Cl:17])[c:7]([S:13](=[O:14])(=[O:15])[Cl:16])[cH:8][c:9]2[n:10][c:11]1[Cl:12].[F-:18].[K+:19].[OH2:38]>>[Cl:1][c:2]1[n:3][c:4]2[cH:5][c:6]([Cl:17])[c:7]([S:13](=[O:14])(=[O:15])[F:18])[cH:8][c:9]2[n:10][c:11]1[Cl:12]. Reactants: NS(=O)(=O)C1=CC=C(C=C1)CCNC(=O)C1=NC=C(N=C1)C (N-[2-[4-(aminosulfonyl)phenyl]ethyl]-5-methylpyrazine-carboxamide), CC=1N=CC(=NC1)C(=O)O (5-methylpyrazine-2-carboxylic acid), formula VIII. The solvent is CO (methanol). Product: COC(=O)C1=NC=C(N=C1)C (5-methylpyrazine-2-carboxylic acid methyl ester), ii. Reaction SMILES: NS(C1C=CC(CCN[C:14]([C:16]2[CH:21]=[N:20][C:19]([CH3:22])=[CH:18][N:17]=2)=[O:15])=CC=1)(=O)=O.CC1N=CC([C:30](O)=[O:31])=NC=1>CO>[CH3:30][O:31][C:14]([C:16]1[CH:21]=[N:20][C:19]([CH3:22])=[CH:18][N:17]=1)=[O:15]. Procedure details: According to the invention there is provided a process for the preparation of N-[2-[4-(aminosulfonyl)phenyl]ethyl]-5-methylpyrazine-carboxamide of the formula I: ##STR15## consisting of: i) treating 5-methylpyrazine-2-carboxylic acid of the formula VIII: ##STR16## with methanol under reflux to obtain 5-methylpyrazine-2-carboxylic acid methyl ester of the formula VIII A ##STR17## ii) reacting 5-methylpyrazine-2-carboxylic acid methyl ester of the formula VIII A with 2-phenylethylamine of the form... The reactants are Cl.Cl.N1[C@H](CNCC1)C(=O)O (Piperazine-2(R)-carboxylic acid dihydrochloride), CN(C(=O)Cl)C (dirnethylcarbamoyl chloride), S(N)(=O)(=O)Cl.FC1=CC=C(C=C1)C=1CCNCC1 (4-(4-fluorophenyl)-1,2,3,6-tetrahydropyridine sulfamoyl chloride). Run in C(C)#N (acetonitrile), C(C)#N (acetonitrile), C[Si](N[Si](C)(C)C)(C)C (hexamethyldisilazane). Run at temperature 120 celsius, time 8 hour. The product is CN(C(=O)N1C[C@@H](N(CC1)S(=O)(=O)C1NCC=C(C1)C1=CC=C(C=C1)F)C(=O)O)C (4-(N,N-dimethylaminocarbonyl)-1-[4-(4-fluorophenyl)-1,2,3,6-tetrahydropyridinesulfonyl]piperazine-2 (R)-carboxylic acid). The yield is 70.7%. As a reaction SMILES: Cl.Cl.[NH:3]1[CH2:8][CH2:7][NH:6][CH2:5][C@@H:4]1[C:9]([OH:11])=[O:10].[CH3:12][N:13]([CH3:17])[C:14](Cl)=[O:15].[S:18](Cl)(=[O:21])(=[O:20])N.[F:23][C:24]1[CH:29]=[CH:28][C:27]([C:30]2[CH2:31][CH2:32][NH:33][CH2:34][CH:35]=2)=[CH:26][CH:25]=1>C[Si](C)(C)N[Si](C)(C)C.C(#N)C>[CH3:12][N:13]([CH3:17])[C:14]([N:6]1[CH2:7][CH2:8][N:3]([S:18]([CH:34]2[CH2:35][C:30]([C:27]3[CH:26]=[CH:25][C:24]([F:23])=[CH:29][CH:28]=3)=[CH:31][CH2:32][NH:33]2)(=[O:21])=[O:20])[C@@H:4]([C:9]([OH:11])=[O:10])[CH2:5]1)=[O:15] |f:0.1.2,4.5|. Procedure: Piperazine-2(R)-carboxylic acid dihydrochloride (5.0 g, 24.6 mmol) was suspended in hexamethyldisilazane (50 ml). The reaction mixture was heated at about 120° C. to achieve complete dissolution and then cooled to about 80° C. A solution of dirnethylcarbamoyl chloride (3.18 g, 29.5 mmol) in acetonitrile (5 ml) was added and the reaction mixture is stirred overnight at about 80° C. A solution of 4-(4-fluorophenyl)-1,2,3,6-tetrahydropyridine sulfamoyl chloride (5.4 g, 19.58 mmol) in acetonitrile (... The reactants are Nc1ccc(C(=O)C=C2CCN(Cc3ccccc3)CC2)cc1, CCO, ClC(Cl)Cl, Clc1ncnc2c1CCC2, Cl. Yields the product O=C(C=C1CCN(Cc2ccccc2)CC1)c1ccc(Nc2ncnc3c2CCC3)cc1. As a reaction SMILES: [CH2:5]([c:6]1[cH:7][cH:8][cH:9][cH:10][cH:11]1)[N:12]1[CH2:13][CH2:14][C:15](=[CH:18][C:19](=[O:20])[c:21]2[cH:22][cH:23][c:24]([NH2:25])[cH:26][cH:27]2)[CH2:16][CH2:17]1.[CH3:39][CH2:40][OH:41].[CH:1]([Cl:2])([Cl:3])[Cl:4].[Cl:28][c:29]1[c:30]2[c:31]([n:32][cH:33][n:34]1)[CH2:35][CH2:36][CH2:37]2.[ClH:38]>>[CH2:5]([c:6]1[cH:7][cH:8][cH:9][cH:10][cH:11]1)[N:12]1[CH2:13][CH2:14][C:15](=[CH:18][C:19](=[O:20])[c:21]2[cH:22][cH:23][c:24]([NH:25][c:29]3[c:30]4[c:31]([n:32][cH:33][n:34]3)[CH2:35][CH2:36][CH2:37]4)[cH:26][cH:27]2)[CH2:16][CH2:17]1. Solvent: CS(=O)C (DMSO). As a reaction SMILES: [CH:1]1([NH:6][NH:7][C:8](=[O:18])[C:9]2[C:14](I)=[CH:13][CH:12]=[N:11][C:10]=2[O:16][CH3:17])[CH2:5][CH2:4][CH2:3][CH2:2]1.N1CCC[C@H]1C(O)=O.C(=O)([O-])[O-].[K+].[K+].O>CS(C)=O.[Cu]I>[CH:1]1([N:6]2[C:14]3[CH:13]=[CH:12][N:11]=[C:10]([O:16][CH3:17])[C:9]=3[C:8](=[O:18])[NH:7]2)[CH2:5][CH2:4][CH2:3][CH2:2]1 |f:2.3.4|. The reactants are C1(CCCC1)NNC(C1=C(N=CC=C1I)OC)=O (N′-cyclopentyl-4-iodo-2-methoxynicotinohydrazide), N1[C@H](C(=O)O)CCC1 (L-proline), C([O-])([O-])=O.[K+].[K+] (potassium carbonate), O (water). Yield: 38.8%. The reagents and catalysts are [Cu]I (copper(I) iodide). Reported procedure: A solution of N′-cyclopentyl-4-iodo-2-methoxynicotinohydrazide (695 mg), L-proline (44.3 mg), potassium carbonate (532 mg) and copper(I) iodide (36.6 mg) in DMSO (18 mL) was stirred under nitrogen atmosphere at room temperature for 5 hr. To the reaction mixture was added water under ice-cooling, and the mixture was extracted with ethyl acetate. The organic layer was removed, to the obtained aqueous layer was added 1N hydrochloric acid (7 mL) under ice-cooling, and the mixture was extracted with ... Product: C1(CCCC1)N1NC(C=2C(=NC=CC21)OC)=O (1-cyclopentyl-4-methoxy-1,2-dihydro-3H-pyrazolo[4,3-c]pyridin-3-one).